Dataset: the Open Reaction Database (ORD), a public repository of structured organic reaction records. Task: describe an organic reaction: reactants, conditions, products, and yield Reactants: NC1=C(C=C(C(=C1)Cl)C(F)(F)F)O (2-amino-4-chloro-5-trifluoromethylphenol), CCN=C=NCCCN(C)C (WSC), C(C1=CC=NC=C1)(=O)O (isonicotinic acid), N1=CC=CC=C1 (pyridine). Run in O (water). Reaction conditions: temperature 80 celsius. Product: ClC=1C(=CC(=C(C1)NC(C1=CC=NC=C1)=O)O)C(F)(F)F (N-[5-chloro-2-hydroxy-4-trifluoromethylphenyl]isonicotinamide). Isolated yield 53.8%. Reaction SMILES: [NH2:1][C:2]1[CH:7]=[C:6]([Cl:8])[C:5]([C:9]([F:12])([F:11])[F:10])=[CH:4][C:3]=1[OH:13].CCN=C=NCCCN(C)C.[C:25](O)(=[O:32])[C:26]1[CH:31]=[CH:30][N:29]=[CH:28][CH:27]=1.N1C=CC=CC=1>O>[Cl:8][C:6]1[C:5]([C:9]([F:12])([F:10])[F:11])=[CH:4][C:3]([OH:13])=[C:2]([NH:1][C:25](=[O:32])[C:26]2[CH:31]=[CH:30][N:29]=[CH:28][CH:27]=2)[CH:7]=1. Reported procedure: A mixture of 0.70 g of 2-amino-4-chloro-5-trifluoromethylphenol, 0.79 g of WSC, 0.39 g of isonicotinic acid and 6 ml of pyridine was stirred while heating at 80° C. for three hours. The reaction mixture was cooled to room temperature, and then water was added, followed by extraction with ethyl acetate three times. The combined organic layers were washed with water and a saturated sodium chloride solution, dried over anhydrous magnesium sulfate, and then concentrated under reduced pressure. The r...